This data is from the Open Reaction Database (ORD), a public repository of structured organic reaction records. The task is: describe an organic reaction: reactants, conditions, products, and yield Starting materials: ClCC(=O)Cl (chloroacetylchlorid), ethanolic hydrochlric acid, NC=1C=C(C=CC1OC(F)(F)F)N1C(N(C(C1=O)(C)C)CC1=CC=NC=C1)=O (3-(3-amino-4-trifluormethoxy-phenyl)-5,5-dimethyl-1-pyridin-4-ylmethyl-imidazolidine-2,4-dione), CCN(C(C)C)C(C)C (Hünig's base). The solvent is ClCCCl (1,2-dichloroethane), ClCCCl (1,2-dichloroethane). Reaction conditions: temperature -20 celsius, time 1 hour. The product is CC1(N(C(N(C1=O)C=1C=CC(=C(C1)NC(CCl)=O)OC(F)(F)F)=O)CC1=CC=NC=C1)C (N-[5-(4,4-Dimethyl-2,5-dioxo-3-pyridin-4-ylmethyl-imidazolidin-1-yl)-2-trifluoromethoxy-phenyl]-2-chloro-acetamide). As a reaction SMILES: [NH2:1][C:2]1[CH:3]=[C:4]([N:13]2[C:17](=[O:18])[C:16]([CH3:20])([CH3:19])[N:15]([CH2:21][C:22]3[CH:27]=[CH:26][N:25]=[CH:24][CH:23]=3)[C:14]2=[O:28])[CH:5]=[CH:6][C:7]=1[O:8][C:9]([F:12])([F:11])[F:10].CCN(C(C)C)C(C)C.[Cl:38][CH2:39][C:40](Cl)=[O:41]>ClCCCl>[CH3:19][C:16]1([CH3:20])[C:17](=[O:18])[N:13]([C:4]2[CH:5]=[CH:6][C:7]([O:8][C:9]([F:10])([F:11])[F:12])=[C:2]([NH:1][C:40](=[O:41])[CH2:39][Cl:38])[CH:3]=2)[C:14](=[O:28])[N:15]1[CH2:21][C:22]1[CH:27]=[CH:26][N:25]=[CH:24][CH:23]=1. Procedure: 500 mg (1.27 mmol) 3-(3-amino-4-trifluormethoxy-phenyl)-5,5-dimethyl-1-pyridin-4-ylmethyl-imidazolidine-2,4-dione and 172 mg (1.33 mmol) Hünig's base were dissolved in 20 ml 1,2-dichloroethane. The mixture was cooled to −20° C. and treated with a solution of 143 mg (1.27 mmol) chloroacetylchlorid in 15 ml 1,2-dichloroethane. After stirring 1 h at 0° C., 5 ml ethanolic hydrochlric acid were added and the mixture evaporated to dryness. The raw material, containing huening's base hydrochloride was ... Product: C(CC)C1CCC(O1)O (5-propyltetrahydrofuran-2-ol). As a reaction SMILES: [H-].[CH2:2]([CH:5]1[O:9][C:8](=[O:10])[CH2:7][CH2:6]1)[CH2:3][CH3:4]>C1(C)C=CC=CC=1>[CH2:2]([CH:5]1[O:9][CH:8]([OH:10])[CH2:7][CH2:6]1)[CH2:3][CH3:4]. Procedure: A 1.02M solution of diisobutylalminium hydride in toluene (23.4 ml) was added dropwise to a solution of 5-propyldihydrofuran-2-one (1.50 g) in toluene (30 ml) over 50 minutes at −70° C. under nitrogen atmosphere, and the mixture was stirred for 1 hour at −70° C. The reaction solution was quenched with methanol (3.0 ml) at −70° C., and then left to room temperature. After adding a 10% aqueous solution of citric acid, this reaction solution was stirred for 5 minutes. Then this solution was extract... The yield is 28.9%. Starting materials: solution, [H-] (hydride), C(CC)C1CCC(O1)=O (5-propyldihydrofuran-2-one). The solvent is C1(=CC=CC=C1)C (toluene), C1(=CC=CC=C1)C (toluene). Conditions: temperature -70 celsius, time 1 hour. Procedure details: A flask is charged with N-hydroxymethyl-2,2-dimethyl-propionamide (0.500 g, 3.81 mmol) and dichloromethane (4 mL). Oxalyl chloride (0.8 mL, 9.52 mmol) is added and the reaction mixture is stirred at room temperature for 2 h. Concentration in vacuo gives N-chloromethyl-2,2-dimethyl-propionamide as a white solid. 1H NMR (400 MHz, CDCl3) δ ppm 1.23 (s, 9H), 5.31 (s, 2H). RXN SMILES: O[CH2:2][NH:3][C:4](=[O:9])[C:5]([CH3:8])([CH3:7])[CH3:6].C(Cl)(=O)C([Cl:13])=O>ClCCl>[Cl:13][CH2:2][NH:3][C:4](=[O:9])[C:5]([CH3:8])([CH3:7])[CH3:6]. Starting materials: OCNC(C(C)(C)C)=O (N-hydroxymethyl-2,2-dimethyl-propionamide), C(C(=O)Cl)(=O)Cl (Oxalyl chloride). The product is ClCNC(C(C)(C)C)=O (N-chloromethyl-2,2-dimethyl-propionamide). Solvent: ClCCl (dichloromethane). Run at time 2 hour. The reactants are COc1cc(OC)c(CCC2(C3CCCC3)CC(=O)CC(=O)O2)cc1Cl, Cc1cc(=O)[nH]c(CCl)n1. Product: COc1cc(OC)c(CCC2(C3CCCC3)CC(O)=C(Cc3nc(C)cc(=O)[nH]3)C(=O)O2)cc1Cl. RXN SMILES: [Cl:11][c:12]1[c:13]([O:35][CH3:36])[cH:14][c:15]([O:33][CH3:34])[c:16]([CH2:18][CH2:19][C:20]2([CH:28]3[CH2:29][CH2:30][CH2:31][CH2:32]3)[CH2:21][C:22](=[O:27])[CH2:23][C:24](=[O:26])[O:25]2)[cH:17]1.[Cl:1][CH2:2][c:3]1[n:4][c:5]([CH3:10])[cH:6][c:7](=[O:9])[nH:8]1>>[CH2:2]([c:3]1[n:4][c:5]([CH3:10])[cH:6][c:7](=[O:9])[nH:8]1)[C:23]1=[C:22]([OH:27])[CH2:21][C:20]([CH2:19][CH2:18][c:16]2[c:15]([O:33][CH3:34])[cH:14][c:13]([O:35][CH3:36])[c:12]([Cl:11])[cH:17]2)([CH:28]2[CH2:29][CH2:30][CH2:31][CH2:32]2)[O:25][C:24]1=[O:26]. Reactants: CC1CC(=O)CC(=O)C1, Cc1ccc(S(=O)(=O)N=C=O)cc1, c1ccccc1. Yields the product Cc1ccc(S(=O)(=O)NC(=O)C2C(=O)CC(C)CC2=O)cc1. Reaction SMILES: [CH3:1][CH:2]1[CH2:3][C:4](=[O:9])[CH2:5][C:6](=[O:8])[CH2:7]1.[c:10]1([CH3:22])[cH:11][cH:12][c:13]([S:16](=[O:17])(=[O:18])[N:19]=[C:20]=[O:21])[cH:14][cH:15]1.[cH:23]1[cH:24][cH:25][cH:26][cH:27][cH:28]1>>[CH3:1][CH:2]1[CH2:3][C:4](=[O:9])[CH:5]([C:20]([NH:19][S:16]([c:13]2[cH:12][cH:11][c:10]([CH3:22])[cH:15][cH:14]2)(=[O:17])=[O:18])=[O:21])[C:6](=[O:8])[CH2:7]1. The reactants are C(C)=C1CCC=2C(=CC=CC12)O (1-ethylidene-indan-4-ol), [H][H] (hydrogen). The reagents and catalysts are [Pd] (Pd/C). Run in CO (methanol), CCOC(=O)C (EtOAc). Yields the product C(C)C1CCC=2C(=CC=CC12)O (1-Ethyl-indan-4-ol). As a reaction SMILES: [CH:1](=[C:3]1[C:11]2[CH:10]=[CH:9][CH:8]=[C:7]([OH:12])[C:6]=2[CH2:5][CH2:4]1)[CH3:2].[H][H]>CO.CCOC(C)=O.[Pd]>[CH2:1]([CH:3]1[C:11]2[CH:10]=[CH:9][CH:8]=[C:7]([OH:12])[C:6]=2[CH2:5][CH2:4]1)[CH3:2]. Procedure: A mixture of 1-ethylidene-indan-4-ol (37 mg, 0.23 mmol) and 10% Pd/C (12 mg, 10% weight) in methanol (4 ml) was hydrogenated under 50 psi hydrogen atmosphere for 1 hour. The mixture was dissolved in EtOAc, filtered through a celite pad. The filtrate was concentrated under reduced pressure, and dried to 1-ethyl-indan-4-ol (36 g, 97%) Starting materials: FC1=C(C(=CC=C1)F)C1=CC=C(C=C1)C(=O)O (2′,6′-difluoro-biphenyl-4-carboxylic acid), CCN(C(C)C)C(C)C (DIPEA), Cl.NCC(=O)N1CCN(CC1)C(C1=C(C=CC=C1)C(F)(F)F)=O (2-amino-1-[4-(2-trifluoromethyl-benzoyl)-piperazin-1-yl]-ethanone hydrochloride salt), C=1C=CC2=C(C1)N=NN2O (HOBT), CCN=C=NCCCN(C)C (EDCI). The solvent is O (water), CN(C)C=O (DMF). Reaction conditions: time 2 minute. The product is O=C(CNC(=O)C1=CC=C(C=C1)C1=C(C=CC=C1F)F)N1CCN(CC1)C(C1=C(C=CC=C1)C(F)(F)F)=O (2′,6′-difluoro-biphenyl-4-carboxylic acid {2-oxo-2-[4-(2-trifluoromethyl-benzoyl)-piperazin-1-yl]-ethyl}-amide). Yield: 36.0%. As a reaction SMILES: CCN(C(C)C)C(C)C.Cl.[NH2:11][CH2:12][C:13]([N:15]1[CH2:20][CH2:19][N:18]([C:21](=[O:32])[C:22]2[CH:27]=[CH:26][CH:25]=[CH:24][C:23]=2[C:28]([F:31])([F:30])[F:29])[CH2:17][CH2:16]1)=[O:14].C1C=CC2N(O)N=NC=2C=1.CCN=C=NCCCN(C)C.[F:54][C:55]1[CH:60]=[CH:59][CH:58]=[C:57]([F:61])[C:56]=1[C:62]1[CH:67]=[CH:66][C:65]([C:68](O)=[O:69])=[CH:64][CH:63]=1>CN(C=O)C.O>[O:14]=[C:13]([N:15]1[CH2:16][CH2:17][N:18]([C:21](=[O:32])[C:22]2[CH:27]=[CH:26][CH:25]=[CH:24][C:23]=2[C:28]([F:31])([F:29])[F:30])[CH2:19][CH2:20]1)[CH2:12][NH:11][C:68]([C:65]1[CH:64]=[CH:63][C:62]([C:56]2[C:57]([F:61])=[CH:58][CH:59]=[CH:60][C:55]=2[F:54])=[CH:67][CH:66]=1)=[O:69] |f:1.2|. Reported procedure: DIPEA (198.6 mg, 0.26 mL, 1.5 mmol) was added to a stirred solution of 2-amino-1-[4-(2-trifluoromethyl-benzoyl)-piperazin-1-yl]-ethanone hydrochloride salt (144.1 mg, 0.4 mmol) in DMF (4 mL). HOBT (50.7 mg, 0.37 mmol) and EDCI (163.6 mg, 0.85 mmol) were then added at room temperature. After 2 minutes, 2′,6′-difluoro-biphenyl-4-carboxylic acid (80 mg, 0.34 mmol) (prepared by the method as described above) was added and the resulting mixture was stirred at room temperature overnight. Cold water wa...